The task is: describe an organic reaction: reactants, conditions, products, and yield. This data is from the Open Reaction Database (ORD), a public repository of structured organic reaction records. Reactants: N1CCNC2=CC=CC=C12 (1,2,3,4-tetrahydroquinoxaline), Example 26, C(C)O (ethanol). Run in C(C)(=O)OC(C)=O (acetic anhydride), [OH-].[Na+] (sodium hydroxide). Conditions: time 10 minute. The product is C(C)(=O)N1CCNC2=CC=CC=C12 (1-acetyl-1,2,3,4-tetrahydroquinoxaline). As a reaction SMILES: [NH:1]1[C:10]2[C:5](=[CH:6][CH:7]=[CH:8][CH:9]=2)[NH:4][CH2:3][CH2:2]1.[CH2:11]([OH:13])[CH3:12]>C(OC(=O)C)(=O)C.[OH-].[Na+]>[C:11]([N:1]1[C:10]2[C:5](=[CH:6][CH:7]=[CH:8][CH:9]=2)[NH:4][CH2:3][CH2:2]1)(=[O:13])[CH3:12] |f:3.4|. Reported procedure: To a solution of 1,2,3,4-tetrahydroquinoxaline obtained in Reference Example 26 (360 mg) in ethanol (10 ml), acetic anhydride (254 μl) was added dropwise under ice cooling and stirred at room temperature for 10 minutes. The reaction mixture was diluted with 1M aqueous sodium hydroxide (10 ml) and extracted with chloroform. The organic layer was washed with brine and dried over anhydrous sodium sulfate. The desiccant was filtered off and the solvent was distilled off under reduced pressure to giv... The product is COCCc1nc2c(N)nc3cc(OCc4ccccc4)ccc3c2n1CCCCN. RXN SMILES: [CH3:42][CH2:43][OH:44].[ClH:1].[NH2:2][c:3]1[n:4][c:5]2[cH:6][c:7]([O:32][CH2:33][c:34]3[cH:35][cH:36][cH:37][cH:38][cH:39]3)[cH:8][cH:9][c:10]2[c:11]2[c:12]1[n:13][c:14]([CH2:28][CH2:29][O:30][CH3:31])[n:15]2[CH2:16][CH2:17][CH2:18][CH2:19][NH:20][C:21](=[O:22])[O:23][C:24]([CH3:25])([CH3:26])[CH3:27].[NH4+:40].[OH-:41].[OH2:45]>>[NH2:2][c:3]1[n:4][c:5]2[cH:6][c:7]([O:32][CH2:33][c:34]3[cH:35][cH:36][cH:37][cH:38][cH:39]3)[cH:8][cH:9][c:10]2[c:11]2[c:12]1[n:13][c:14]([CH2:28][CH2:29][O:30][CH3:31])[n:15]2[CH2:16][CH2:17][CH2:18][CH2:19][NH2:20]. Reactants: CCO, Cl, COCCc1nc2c(N)nc3cc(OCc4ccccc4)ccc3c2n1CCCCNC(=O)OC(C)(C)C, [NH4+], [OH-], O. Yields the product CN(CCN(C1=CC=C(C=C1)[N+](=O)[O-])C)C (N-(2-dimethylaminoethyl)-N-methyl-4-nitroaniline). RXN SMILES: F[C:2]1[CH:7]=[CH:6][C:5]([N+:8]([O-:10])=[O:9])=[CH:4][CH:3]=1.[CH3:11][N:12]([CH3:17])[CH2:13][CH2:14][NH:15][CH3:16]>>[CH3:11][N:12]([CH3:17])[CH2:13][CH2:14][N:15]([CH3:16])[C:2]1[CH:7]=[CH:6][C:5]([N+:8]([O-:10])=[O:9])=[CH:4][CH:3]=1. The reactants are FC1=CC=C(C=C1)[N+](=O)[O-] (1-fluoro-4-nitrobenzene), CN(CCNC)C (1-dimethylamino-2-methylamino-ethane). Procedure: Prepared from 1-fluoro-4-nitrobenzene and 1-dimethylamino-2-methylamino-ethane Reactants: CCON=O, COCc1sc(N)nc1C, C1CCOC1. The product is COCc1scnc1C. Reaction SMILES: [CH2:11]([O:12][N:13]=[O:14])[CH3:15].[NH2:1][c:2]1[s:3][c:4]([CH2:8][O:9][CH3:10])[c:5]([CH3:7])[n:6]1.[O:16]1[CH2:17][CH2:18][CH2:19][CH2:20]1>>[cH:2]1[s:3][c:4]([CH2:8][O:9][CH3:10])[c:5]([CH3:7])[n:6]1. Starting materials: ClC=1C(=C(N)C=C(C1CC)Cl)O (3,5-dichloro-4-ethyl-2-hydroxyaniline), amine, C([O-])(O)=O.[K+] (potassium bicarbonate), acid chloride, C([O-])(O)=O.[K+] (potassium bicarbonate), amine, CC(CC)(C)C1=C(OC(C(=O)Cl)CC)C=CC(=C1)C(CC)(C)C (2-[2,4-bis(1,1-dimethylpropyl)phenoxy]butyryl chloride), acid chloride, C([O-])(O)=O.[K+] (potassium bicarbonate), product. The solvent is C(C)(C)O (isopropanol), C1(=CC=CC=C1)C (toluene), CCCCCCC (heptane), C1(=CC=CC=C1)C (toluene), CCCCCCC (heptane), C(C)(C)O (isopropanol), O (water), O (water). Run at temperature 60 celsius. Yields the product CC(CC)(C)C1=C(OC(C(=O)NC2=C(C(=C(C(=C2)Cl)CC)Cl)O)CC)C=CC(=C1)C(CC)(C)C (2-[2,4-bis(1,1-dimethylpropyl)phenoxy]-N-[(3,5-dichloro-4-ethyl-2-hydroxyphenyl)]Butanamide). As a reaction SMILES: C(=O)(O)[O-].[K+].[Cl:6][C:7]1[C:8]([OH:17])=[C:9]([CH:11]=[C:12]([Cl:16])[C:13]=1[CH2:14][CH3:15])[NH2:10].[CH3:18][C:19]([C:23]1[CH:35]=[C:34]([C:36]([CH3:40])([CH3:39])[CH2:37][CH3:38])[CH:33]=[CH:32][C:24]=1[O:25][CH:26]([CH2:30][CH3:31])[C:27](Cl)=[O:28])([CH3:22])[CH2:20][CH3:21]>C(O)(C)C.O.C1(C)C=CC=CC=1.CCCCCCC>[CH3:22][C:19]([C:23]1[CH:35]=[C:34]([C:36]([CH3:39])([CH3:40])[CH2:37][CH3:38])[CH:33]=[CH:32][C:24]=1[O:25][CH:26]([CH2:30][CH3:31])[C:27]([NH:10][C:9]1[CH:11]=[C:12]([Cl:16])[C:13]([CH2:14][CH3:15])=[C:7]([Cl:6])[C:8]=1[OH:17])=[O:28])([CH3:18])[CH2:20][CH3:21] |f:0.1|. Procedure: A heel was created via batch mode in Reactor 1 by first adding of 16 g (0.16 moles) of potassium bicarbonate, and 55 g of deionized water, and stirring until all of the solid had dissolved. Then, 24 g of isopropanol, 30 g (0.146 moles) of 3,5-dichloro-4-ethyl-2-hydroxyaniline (the amine), 120 g of heptane, and 20 g of toluene were added. The contents of the reactor system were heated to approximately 60° C. while agitating at 400 rpm. To this 2-phase mixture, 57.5 g (0.169 moles) of 2-[2,4-bis(1... Reactants: Cc1cc(OCc2ccc(F)cc2F)c(Br)c(=O)n1Cc1cnc(CO)cn1, ClCCl, CN(C)C=O. Product: Cc1cc(OCc2ccc(F)cc2F)c(Br)c(=O)n1Cc1cnc(CCl)cn1. As a reaction SMILES: [Br:6][c:7]1[c:8](=[O:33])[n:9]([CH2:24][c:25]2[n:26][cH:27][c:28]([CH2:31][OH:32])[n:29][cH:30]2)[c:10]([CH3:23])[cH:11][c:12]1[O:13][CH2:14][c:15]1[c:16]([F:22])[cH:17][c:18]([F:21])[cH:19][cH:20]1.[Cl:34][CH2:35][Cl:36].[O:1]=[CH:2][N:3]([CH3:4])[CH3:5]>>[Br:6][c:7]1[c:8](=[O:33])[n:9]([CH2:24][c:25]2[n:26][cH:27][c:28]([CH2:31][Cl:34])[n:29][cH:30]2)[c:10]([CH3:23])[cH:11][c:12]1[O:13][CH2:14][c:15]1[c:16]([F:22])[cH:17][c:18]([F:21])[cH:19][cH:20]1. The reactants are C(C)(C)OC=1C=C(C=CC1)N=C=O (3-isopropoxyphenylisocyanate), C(C)(C)OC=1C=C(C(=O)O)C=CC1 (3-isopropoxybenzoic acid), ClC=1C=C2C(=C(N(C(C2=CC1)=O)C)CO)C1=CC=CC=C1 (6-chloro-1,2-dihydro-3-hydroxymethyl-2-methyl-1-oxo-4-phenylisoquinoline). Solvent: C1=CC=CC=C1 (benzene). Product: C(C)(C)OC=1C=C(C=CC1)NC(OCC=1N(C(C2=CC=C(C=C2C1C1=CC=CC=C1)Cl)=O)C)=O ((6-Chloro-1,2-dihydro-2-methyl-1-oxo-4-phenylisoquinolin-3-yl)methyl N-(3-isopropoxyphenyl)carbamate). RXN SMILES: [CH:1]([O:4][C:5]1[CH:6]=[C:7]([N:11]=[C:12]=[O:13])[CH:8]=[CH:9][CH:10]=1)([CH3:3])[CH3:2].C(OC1C=C(C=CC=1)C(O)=O)(C)C.[Cl:27][C:28]1[CH:29]=[C:30]2[C:35](=[CH:36][CH:37]=1)[C:34](=[O:38])[N:33]([CH3:39])[C:32]([CH2:40][OH:41])=[C:31]2[C:42]1[CH:47]=[CH:46][CH:45]=[CH:44][CH:43]=1>C1C=CC=CC=1>[CH:1]([O:4][C:5]1[CH:6]=[C:7]([NH:11][C:12](=[O:13])[O:41][CH2:40][C:32]2[N:33]([CH3:39])[C:34](=[O:38])[C:35]3[C:30]([C:31]=2[C:42]2[CH:43]=[CH:44][CH:45]=[CH:46][CH:47]=2)=[CH:29][C:28]([Cl:27])=[CH:37][CH:36]=3)[CH:8]=[CH:9][CH:10]=1)([CH3:3])[CH3:2]. Procedure: To a solution of 3-isopropoxyphenylisocyanate in benzene (25 ml) [prepared from 3-isopropoxybenzoic acid (405 mg) in substantially the same manner as described in Method A of Example 1] was added 6-chloro-1,2-dihydro-3-hydroxymethyl-2-methyl-1-oxo-4-phenylisoquinoline (Reference Example 3) (300 mg), and the mixture was heated for 1.5 hours under reflux. The solvent was distilled off. To the residue was added ethyl acetate. This mixture was washed with water, dilute hydrochloric acid, water, an a... The reactants are S(=O)(=O)(OC)OC (dimethyl sulfate), ClC1=CC(=C(OC2=NC=C(C=C2)N)C=C1)C (2-(4-Chloro-2-methyl-phenoxy)-5-aminopyridine), [OH-].[Na+] (sodium hydroxide), C([O-])([O-])=O.[K+].[K+] (potassium carbonate). Reagents/catalysts: [Br-].C(CCC)[N+](CCCC)(CCCC)CCCC (tetrabutyl ammonium bromide). Run in C1(=CC=CC=C1)C (toluene), C1(=CC=CC=C1)C (toluene). Run at temperature 35 celsius, time 1 hour. Product: ClC1=CC(=C(OC2=NC=C(C=C2)NC)C=C1)C (2-(4-Chloro-2-methyl-phenoxy)-5-(N-methylamino)pyridine). Reaction SMILES: [Cl:1][C:2]1[CH:15]=[CH:14][C:5]([O:6][C:7]2[CH:12]=[CH:11][C:10]([NH2:13])=[CH:9][N:8]=2)=[C:4]([CH3:16])[CH:3]=1.[OH-].[Na+].[C:19](=O)([O-])[O-].[K+].[K+].S(OC)(OC)(=O)=O>[Br-].C([N+](CCCC)(CCCC)CCCC)CCC.C1(C)C=CC=CC=1>[Cl:1][C:2]1[CH:15]=[CH:14][C:5]([O:6][C:7]2[CH:12]=[CH:11][C:10]([NH:13][CH3:19])=[CH:9][N:8]=2)=[C:4]([CH3:16])[CH:3]=1 |f:1.2,3.4.5,7.8|. Reported procedure: 2-(4-Chloro-2-methyl-phenoxy)-5-aminopyridine (2.15 g, 9.16 mmol) was combined with powdered sodium hydroxide (1.46 g, 36.6 mmol), potassium carbonate (1.27 g, 9.16 mmol), tetrabutyl ammonium bromide (60 mg, 0.18 mmol) and toluene (10 mL) was stirred for 1 hour at 35° C. A solution of dimethyl sulfate (0.91 mL, 9.6 mmol) dissolved in toluene (5 mL) was added slowly. The mixture was heated at 35° C. for 20 hours. After cooling, the solids were removed by filtration and the solvent was concentrate...